Dataset: the Open Reaction Database (ORD), a public repository of structured organic reaction records. Task: describe an organic reaction: reactants, conditions, products, and yield The reactants are C[O-], C[Si](C)(C)S[Si](C)(C)C, CN1CCN(C)C1=O, CCOC(C)=O, N#Cc1cccc(C2=Nc3ccc(-c4ccc(F)cc4)cc3NC(=O)C2)c1, [Na+], O. Yields the product NC(=S)c1cccc(C2=Nc3ccc(-c4ccc(F)cc4)cc3NC(=O)C2)c1. RXN SMILES: [CH3:10][O-:11].[CH3:1][Si:2]([S:3][Si:6]([CH3:7])([CH3:8])[CH3:9])([CH3:4])[CH3:5].[CH3:41][N:42]1[CH2:43][CH2:44][N:45]([CH3:46])[C:47]1=[O:48].[CH3:49][CH2:50][O:51][C:52](=[O:53])[CH3:54].[F:13][c:14]1[cH:15][cH:16][c:17](-[c:20]2[cH:21][c:22]3[c:23]([cH:38][cH:39]2)[N:24]=[C:25]([c:30]2[cH:31][c:32]([C:33]#[N:34])[cH:35][cH:36][cH:37]2)[CH2:26][C:27](=[O:29])[NH:28]3)[cH:18][cH:19]1.[Na+:12].[OH2:40]>>[S:3]=[C:33]([c:32]1[cH:31][c:30]([C:25]2=[N:24][c:23]3[c:22]([cH:21][c:20](-[c:17]4[cH:16][cH:15][c:14]([F:13])[cH:19][cH:18]4)[cH:39][cH:38]3)[NH:28][C:27](=[O:29])[CH2:26]2)[cH:37][cH:36][cH:35]1)[NH2:34].